Dataset: the Open Reaction Database (ORD), a public repository of structured organic reaction records. Task: describe an organic reaction: reactants, conditions, products, and yield Conditions: time 1 hour. Run in CO (methanol). Reagents/catalysts: [Pd] (palladium on activated carbon). The product is C1(=CC=CC=C1)CC1=NN=NN1 (5-phenylmethyltetrazole). The reactants are ClC1=C(C(=CC=C1)Cl)CC1=NN=NN1 (5-(2,6-dichlorophenylmethyl)tetrazole). RXN SMILES: Cl[C:2]1[CH:7]=[CH:6][CH:5]=[C:4](Cl)[C:3]=1[CH2:9][C:10]1[NH:14][N:13]=[N:12][N:11]=1>[Pd].CO>[C:3]1([CH2:9][C:10]2[NH:14][N:13]=[N:12][N:11]=2)[CH:2]=[CH:7][CH:6]=[CH:5][CH:4]=1. Reported procedure: The mixture of 5-(2,6-dichlorophenylmethyl)tetrazole (355 mg), 5% palladium on activated carbon (93 mg) and methanol (8 ml) was stirred for 1 h room temperature under an atmosphere of hydrogen gas. The reaction mixture was filtered through Celite (trade mark) and the filtrate was concentrated to give the title compound having the following physical data. The reactants are ClC1=NC(=C2C(=N1)N(N=C2)C(C)C)NCCC2=CC=C(C=C2)O (4-(2-(6-chloro-1-isopropyl-1H-pyrazolo[3,4-d]pyrimidin-4-ylamino)ethyl)phenol), FC=1C=C(C=NC1)B(O)O (5-fluoropyridin-3-ylboronic acid). The product is FC=1C=C(C=NC1)C1=NC(=C2C(=N1)N(N=C2)C(C)C)NCCC2=CC=C(C=C2)O (4-(2-(6-(5-fluoropyridin-3-yl)-1-isopropyl-1H-pyrazolo[3,4-d]pyrimidin-4-ylamino)ethyl)phenol). RXN SMILES: Cl[C:2]1[N:7]=[C:6]2[N:8]([CH:11]([CH3:13])[CH3:12])[N:9]=[CH:10][C:5]2=[C:4]([NH:14][CH2:15][CH2:16][C:17]2[CH:22]=[CH:21][C:20]([OH:23])=[CH:19][CH:18]=2)[N:3]=1.[F:24][C:25]1[CH:26]=[C:27](B(O)O)[CH:28]=[N:29][CH:30]=1>>[F:24][C:25]1[CH:26]=[C:27]([C:2]2[N:7]=[C:6]3[N:8]([CH:11]([CH3:13])[CH3:12])[N:9]=[CH:10][C:5]3=[C:4]([NH:14][CH2:15][CH2:16][C:17]3[CH:22]=[CH:21][C:20]([OH:23])=[CH:19][CH:18]=3)[N:3]=2)[CH:28]=[N:29][CH:30]=1. Procedure details: Following the procedure of Example 15d, 4-(2-(6-chloro-1-isopropyl-1H-pyrazolo[3,4-d]pyrimidin-4-ylamino)ethyl)phenol (b) was reacted with 5-fluoropyridin-3-ylboronic acid. The crude residue was purified by reverse-phase HPLC (C18 column, eluting with ACN—H2O 0.05% TFA) to afford the title compound as an off-white solid. Starting materials: ClC=1C=C(CBr)C=CC1Cl (3,4-Dichlorobenzyl bromide), C(C)(=O)OC1=C2C=C(NC2=CC=C1OC)C(=O)OC (methyl 4-acetoxy-5-methoxyindole-2-carboxylate), C([O-])([O-])=O.[K+].[K+] (potassium carbonate). Run in C(C)#N (acetonitrile). Run at temperature 80 celsius. Product: C(C)(=O)OC1=C2C=C(N(C2=CC=C1OC)CC1=CC(=C(C=C1)Cl)Cl)C(=O)OC (Methyl 4-Acetoxy-N-(3,4-dichlorobenzyl)-5-methoxyindole-2-carboxylate). As a reaction SMILES: [Cl:1][C:2]1[CH:3]=[C:4]([CH:7]=[CH:8][C:9]=1[Cl:10])[CH2:5]Br.[C:11]([O:14][C:15]1[C:23]([O:24][CH3:25])=[CH:22][CH:21]=[C:20]2[C:16]=1[CH:17]=[C:18]([C:26]([O:28][CH3:29])=[O:27])[NH:19]2)(=[O:13])[CH3:12].C(=O)([O-])[O-].[K+].[K+]>C(#N)C>[C:11]([O:14][C:15]1[C:23]([O:24][CH3:25])=[CH:22][CH:21]=[C:20]2[C:16]=1[CH:17]=[C:18]([C:26]([O:28][CH3:29])=[O:27])[N:19]2[CH2:5][C:4]1[CH:7]=[CH:8][C:9]([Cl:10])=[C:2]([Cl:1])[CH:3]=1)(=[O:13])[CH3:12] |f:2.3.4|. Procedure: 3,4-Dichlorobenzyl bromide (1.02 g) was added to a stirred solution of methyl 4-acetoxy-5-methoxyindole-2-carboxylate (0.8 g) and potassium carbonate (0.97 g) in acetonitrile (30 ml) under an atmosphere of argon. The reaction was heated at 80° C. for 16 hours, then concentrated in vacuo and the residue partitioned between ethyl acetate and water. Reactants: O (water), C(C1=CC=CC=C1)OC(=O)NC1CCN(CC1)C(=O)OC(C)(C)C (4-Benzyloxycarbonylamino-1-t-butoxycarbonylpiperidine), C(CC)I (n-propyl iodide), [H-].[Na+] (sodium hydride). Run in CN(C)C=O (DMF). Conditions: time 16 hour. The product is C(C1=CC=CC=C1)OC(=O)N(CCC)C1CCNCC1 (4-(N-(Benzyloxycarbonyl)-N-(prop-1-yl)amino)piperidine). The yield is 101.8%. Reaction SMILES: [CH2:1]([O:8][C:9]([NH:11][CH:12]1[CH2:17][CH2:16][N:15](C(OC(C)(C)C)=O)[CH2:14][CH2:13]1)=[O:10])[C:2]1[CH:7]=[CH:6][CH:5]=[CH:4][CH:3]=1.[CH2:25](I)[CH2:26][CH3:27].[H-].[Na+].O>CN(C=O)C>[CH2:1]([O:8][C:9]([N:11]([CH:12]1[CH2:13][CH2:14][NH:15][CH2:16][CH2:17]1)[CH2:25][CH2:26][CH3:27])=[O:10])[C:2]1[CH:3]=[CH:4][CH:5]=[CH:6][CH:7]=1 |f:2.3|. Procedure details: To 110 mg (0.32 mmol) 4-benzyloxycarbonylamino-1-t-butoxycarbonylpiperidine from Step C and 0.16 mL (1.6 mmol) of n-propyl iodide in 2 mL of DMF under nitrogen was added 26 mg (0.65 mmol) of 60% sodium hydride in mineral oil. The reaction was stirred at rt for 16 h and was then poured into water and extracted twice with ether. The organic layers were each washed with a portion of brine, dried over sodium sulfate, combined and concentrated. The residue was purified by FC eluting with 20% ethyl ac... The reactants are N1(CCCCC1)CCOC1=CC=C(OC=2C3=C(SC2C2=CC=C(C=C2)S(=O)(=O)C(F)(F)F)C=C(C=C3)O)C=C1 (3-[4-(2-Piperidin-1-yl-ethoxy)-phenoxy]-2-(4-trifluoromethanesulfonyl-phenyl)-benzo[b]thiophen-6-ol), C(C)(=O)OCC (ethyl acetate). Solvent: C(C)OCC (diethyl ether). The product is FC(C(=O)O)(F)F.N1(CCCCC1)CCOC1=CC=C(OC=2C3=C(SC2C2=CC=C(C=C2)S(=O)(=O)C(F)(F)F)C=C(C=C3)O)C=C1 (3-[4-(2-Piperidin-1-yl-ethoxy)-phenoxy]-2-(4-trifluoromethanesulfonyl-phenyl)-benzo[b]thiophen-6-ol Trifluoroacetate). Yield: 29.0%. RXN SMILES: [N:1]1([CH2:7][CH2:8][O:9][C:10]2[CH:39]=[CH:38][C:13]([O:14][C:15]3[C:16]4[CH:36]=[CH:35][C:34]([OH:37])=[CH:33][C:17]=4[S:18][C:19]=3[C:20]3[CH:25]=[CH:24][C:23]([S:26]([C:29]([F:32])([F:31])[F:30])(=[O:28])=[O:27])=[CH:22][CH:21]=3)=[CH:12][CH:11]=2)[CH2:6][CH2:5][CH2:4][CH2:3][CH2:2]1.[C:40]([O:43]CC)(=[O:42])C>C(OCC)C>[F:32][C:29]([F:30])([F:31])[C:40]([OH:43])=[O:42].[N:1]1([CH2:7][CH2:8][O:9][C:10]2[CH:11]=[CH:12][C:13]([O:14][C:15]3[C:16]4[CH:36]=[CH:35][C:34]([OH:37])=[CH:33][C:17]=4[S:18][C:19]=3[C:20]3[CH:21]=[CH:22][C:23]([S:26]([C:29]([F:30])([F:31])[F:32])(=[O:27])=[O:28])=[CH:24][CH:25]=3)=[CH:38][CH:39]=2)[CH2:6][CH2:5][CH2:4][CH2:3][CH2:2]1 |f:3.4|. Procedure details: Dissolve the compound of Example 96 (100 mg, 0.17 mmol) in ethyl acetate (2 mL), dilute with diethyl ether (10 mL) and place in an ice bath. Immediately add 2M HCl in diethyl ether (0.13 mL) and collect the solids on filter paper. Purify by preparative HPLC to yield 37 mg of the title compound (29%): mass spectrum (ion spray): m/z=578 (M+H). The reactants are CNC1CCN(C(=O)C2CCN(C(C)=O)CC2)CC1c1ccc(Cl)c(Cl)c1, O=C(O)c1cc(-c2ccccc2)no1. Yields the product CC(=O)N1CCC(C(=O)N2CCC(N(C)C(=O)c3cc(-c4ccccc4)no3)C(c3ccc(Cl)c(Cl)c3)C2)CC1. As a reaction SMILES: [C:1]([CH3:2])(=[O:3])[N:4]1[CH2:5][CH2:6][CH:7]([C:10](=[O:11])[N:12]2[CH2:13][CH:14]([c:20]3[cH:21][c:22]([Cl:27])[c:23]([Cl:26])[cH:24][cH:25]3)[CH:15]([NH:18][CH3:19])[CH2:16][CH2:17]2)[CH2:8][CH2:9]1.[c:28]1(-[c:34]2[n:35][o:36][c:37]([C:39](=[O:40])[OH:41])[cH:38]2)[cH:29][cH:30][cH:31][cH:32][cH:33]1>>[C:1]([CH3:2])(=[O:3])[N:4]1[CH2:5][CH2:6][CH:7]([C:10](=[O:11])[N:12]2[CH2:13][CH:14]([c:20]3[cH:21][c:22]([Cl:27])[c:23]([Cl:26])[cH:24][cH:25]3)[CH:15]([N:18]([CH3:19])[C:39]([c:37]3[o:36][n:35][c:34](-[c:28]4[cH:29][cH:30][cH:31][cH:32][cH:33]4)[cH:38]3)=[O:41])[CH2:16][CH2:17]2)[CH2:8][CH2:9]1.